This data is from the Open Reaction Database (ORD), a public repository of structured organic reaction records. The task is: describe an organic reaction: reactants, conditions, products, and yield Starting materials: C(=O)=O (carbon dioxide), C(C)O (ethanol), C(=O)=O (carbon dioxide), C(=O)=O (carbon dioxide), [O-]CCCC.[O-]CCCC.C(CCC)[Sn+2]CCCC (dibutyltin dibutoxide), C(CCC)O (butanol), C(=O)=O.C(C)O (dry ice ethanol). Conditions: temperature 150 celsius. Yields the product C(OC(CCC)CC)([O-])=O (ethylbutyl carbonate), C(OCCCC)(OCCCC)=O (dibutyl carbonate), C(OCC)(OCC)=O (diethyl carbonate). RXN SMILES: [O-:1][CH2:2][CH2:3][CH2:4][CH3:5].[O-:6][CH2:7][CH2:8][CH2:9][CH3:10].[CH2:11]([Sn+2]CCCC)[CH2:12][CH2:13][CH3:14].[CH2:20]([OH:24])CCC.C(O)C.[C:28](=[O:30])=[O:29].C(O)C.[C:34](=[O:36])=[O:35]>>[C:28](=[O:29])([O-:30])[O:1][CH:2]([CH2:9][CH3:10])[CH2:3][CH2:4][CH3:5].[C:34](=[O:35])([O:36][CH2:11][CH2:12][CH2:13][CH3:14])[O:1][CH2:2][CH2:3][CH2:4][CH3:5].[C:20](=[O:24])([O:1][CH2:2][CH3:3])[O:6][CH2:7][CH3:8] |f:0.1.2,5.6|. Procedure: Into a 10-ml high pressure reactor (manufactured and sold by Thar Designs Inc., U.S.A) equipped with a valve were charged 1.48 g (4 mmol) of dibutyltin dibutoxide (manufactured and sold by Aldrich, U.S.A.), 2.22 g (30 mmol) of butanol (manufactured and sold by Wako Pure Chemical Industries Ltd., Japan; a dehydrated grade), 1.38 g (30 mmol) of ethanol (manufactured and sold by Wako Pure Chemical Industries Ltd., Japan; a dehydrated grade) and a SUS ball (which was for use in stirring the contents... The reactants are [C+4], CCO, O=[N+]([O-])c1nc(Cl)[nH]c1I, [OH-], [OH-], [OH-], [OH-], [OH-], [OH-], [Pd+2]. Yields the product O=[N+]([O-])c1c[nH]c(Cl)n1. As a reaction SMILES: [C+4:14].[CH3:11][CH2:12][OH:13].[Cl:1][c:2]1[nH:3][c:4]([I:10])[c:5]([N+:7](=[O:8])[O-:9])[n:6]1.[OH-:15].[OH-:17].[OH-:18].[OH-:19].[OH-:20].[OH-:21].[Pd+2:16]>>[Cl:1][c:2]1[nH:3][cH:4][c:5]([N+:7](=[O:8])[O-:9])[n:6]1. Starting materials: Cl.ClC1=CC=C(C=C1)C1N=C(N(C1C1=CC=C(C=C1)Cl)C(=O)N1CCN(CC1)CCC#N)C1=C(C=C(C=C1)C(F)(F)F)OCC (3-{4-[4,5-bis-(4-chloro-phenyl)-2-(2-ethoxy-4-trifluoromethyl-phenyl)-4,5-dihydro-imidazole-1-carbonyl]-piperazin-1-yl}-propionitrile hydrochloride), CN=C=S (methylisothiocyanate). The solvent is C(Cl)Cl (methylene chloride). Reaction conditions: time 3 hour. Product: CNC(=S)N1CCN(CC1)C(=O)N1C(=NC(C1C1=CC=C(C=C1)Cl)C1=CC=C(C=C1)Cl)C1=C(C=C(C=C1)C(F)(F)F)OCC (4-[4,5-bis-(4-chloro-phenyl)-2-(2-ethoxy-4-trifluoromethyl-phenyl)-4,5-dihydro-imidazole-1-carbonyl]-piperazine-1-carbothioic acid methylamide). As a reaction SMILES: Cl.[Cl:2][C:3]1[CH:8]=[CH:7][C:6]([CH:9]2[CH:13]([C:14]3[CH:19]=[CH:18][C:17]([Cl:20])=[CH:16][CH:15]=3)[N:12]([C:21]([N:23]3[CH2:28][CH2:27][N:26](CCC#N)[CH2:25][CH2:24]3)=[O:22])[C:11]([C:33]3[CH:38]=[CH:37][C:36]([C:39]([F:42])([F:41])[F:40])=[CH:35][C:34]=3[O:43][CH2:44][CH3:45])=[N:10]2)=[CH:5][CH:4]=1.[CH3:46][N:47]=[C:48]=[S:49]>C(Cl)Cl>[CH3:46][NH:47][C:48]([N:26]1[CH2:27][CH2:28][N:23]([C:21]([N:12]2[CH:13]([C:14]3[CH:19]=[CH:18][C:17]([Cl:20])=[CH:16][CH:15]=3)[CH:9]([C:6]3[CH:5]=[CH:4][C:3]([Cl:2])=[CH:8][CH:7]=3)[N:10]=[C:11]2[C:33]2[CH:38]=[CH:37][C:36]([C:39]([F:42])([F:41])[F:40])=[CH:35][C:34]=2[O:43][CH2:44][CH3:45])=[O:22])[CH2:24][CH2:25]1)=[S:49] |f:0.1|. Procedure details: [4,5-Bis-(4-chloro-phenyl)-2-(2-ethoxy-4-trifluoromethyl-phenyl)-4,5-dihydro-imidazol-1-yl]-piperazin-1-yl-methanone (279 mg, 0.47 mmol, example 8A) was dissolved in methylene chloride (3 mL) and methylisothiocyanate (64 uL) was added. After stirring 3 h, the reaction mixture was concentrated to dryness. Purification of the crude residue by flash chromatography (silica gel) eluting with ethyl acetate and hexanes gave 4-[4,5-bis-(4-chloro-phenyl)-2-(2-ethoxy-4-trifluoromethyl-phenyl)-4,5-dihydro-...